This data is from the Open Reaction Database (ORD), a public repository of structured organic reaction records. The task is: describe an organic reaction: reactants, conditions, products, and yield Yields the product CC(O)(c1ccc(N2CCN(S(=O)(=O)c3cccs3)CC2COCc2ccccc2)cc1)C(F)(F)F. RXN SMILES: [Br:1][c:2]1[cH:3][cH:4][c:5]([C:8]([C:9]([F:10])([F:11])[F:12])([CH3:13])[OH:14])[cH:6][cH:7]1.[CH2:15]([c:16]1[cH:17][cH:18][cH:19][cH:20][cH:21]1)[O:22][CH2:23][CH:24]1[CH2:25][N:26]([S:30](=[O:31])(=[O:32])[c:33]2[s:34][cH:35][cH:36][cH:37]2)[CH2:27][CH2:28][NH:29]1.[CH3:38][C:39]([CH3:40])([O-:41])[CH3:42].[CH3:44][O:45][C:46]([CH3:47])([CH3:48])[CH3:49].[CH3:51][c:52]1[cH:53][cH:54][cH:55][cH:56][cH:57]1.[Na+:43].[OH2:50]>>[c:2]1([N:29]2[CH:24]([CH2:23][O:22][CH2:15][c:16]3[cH:17][cH:18][cH:19][cH:20][cH:21]3)[CH2:25][N:26]([S:30](=[O:31])(=[O:32])[c:33]3[s:34][cH:35][cH:36][cH:37]3)[CH2:27][CH2:28]2)[cH:3][cH:4][c:5]([C:8]([C:9]([F:10])([F:11])[F:12])([CH3:13])[OH:14])[cH:6][cH:7]1. Reactants: CC(O)(c1ccc(Br)cc1)C(F)(F)F, O=S(=O)(c1cccs1)N1CCNC(COCc2ccccc2)C1, CC(C)(C)[O-], COC(C)(C)C, Cc1ccccc1, [Na+], O.